Dataset: the Open Reaction Database (ORD), a public repository of structured organic reaction records. Task: describe an organic reaction: reactants, conditions, products, and yield Reactants: BrC=1C=NC(=NC1)N1C=C(C2=CC=C(C=C12)C(=O)N1CCOCC1)CO ((1-(5-Bromopyrimidin-2-yl)-3-(hydroxymethyl)-1H-indol-6-yl)(morpholino)methanone), C(C)OC=1C=CC(=C(C1)B(O)O)F ((5-ethoxy-2-fluorophenyl)boronic acid), CC(=O)OI1(C=2C=CC=CC2C(=O)O1)(OC(=O)C)OC(=O)C (Dess-Martin periodinane), C[Mg]Br (methylmagnesium bromide). Product: C(C)OC=1C=CC(=C(C1)C=1C=NC(=NC1)N1C=C(C2=CC=C(C=C12)C(=O)N1CCOCC1)C(C)O)F ((1-(5-(5-Ethoxy-2-fluorophenyl)pyrimidin-2-yl)-3-(1-hydroxyethyl)-1H-indol-6-yl)(morpholino)methanone). As a reaction SMILES: Br[C:2]1[CH:3]=[N:4][C:5]([N:8]2[C:16]3[C:11](=[CH:12][CH:13]=[C:14]([C:17]([N:19]4[CH2:24][CH2:23][O:22][CH2:21][CH2:20]4)=[O:18])[CH:15]=3)[C:10]([CH2:25][OH:26])=[CH:9]2)=[N:6][CH:7]=1.[CH2:27]([O:29][C:30]1[CH:31]=[CH:32][C:33]([F:39])=[C:34](B(O)O)[CH:35]=1)[CH3:28].[CH3:40]C(OI1(OC(C)=O)(OC(C)=O)OC(=O)C2C=CC=CC1=2)=O.C[Mg]Br>>[CH2:27]([O:29][C:30]1[CH:31]=[CH:32][C:33]([F:39])=[C:34]([C:2]2[CH:3]=[N:4][C:5]([N:8]3[C:16]4[C:11](=[CH:12][CH:13]=[C:14]([C:17]([N:19]5[CH2:24][CH2:23][O:22][CH2:21][CH2:20]5)=[O:18])[CH:15]=4)[C:10]([CH:25]([OH:26])[CH3:40])=[CH:9]3)=[N:6][CH:7]=2)[CH:35]=1)[CH3:28]. Reported procedure: The target compound was prepared from intermediate 27c in three reaction steps comprising a Suzuki reaction with (5-ethoxy-2-fluorophenyl)boronic acid, an oxidation with Dess-Martin periodinane and a Grignard reaction with methylmagnesium bromide. White solid. Yield: 110 mg The reactants are Cn1c(C(=O)NC2CCCCC2C(=O)NC(C#N)Cc2ccc([N+](=O)[O-])cc2)cc2ccccc21, CC(=O)O, CCOC(C)=O. Yields the product Cn1c(C(=O)NC2CCCCC2C(=O)NC(C#N)Cc2ccc(N)cc2)cc2ccccc21. As a reaction SMILES: [C:1](#[N:2])[CH:3]([CH2:4][c:5]1[cH:6][cH:7][c:8]([N+:11]([O-:12])=[O:13])[cH:9][cH:10]1)[NH:14][C:15](=[O:16])[CH:17]1[CH:18]([NH:23][C:24](=[O:25])[c:26]2[n:27]([CH3:35])[c:28]3[cH:29][cH:30][cH:31][cH:32][c:33]3[cH:34]2)[CH2:19][CH2:20][CH2:21][CH2:22]1.[CH3:36][C:37](=[O:38])[OH:39].[CH3:40][CH2:41][O:42][C:43](=[O:44])[CH3:45]>>[C:1](#[N:2])[CH:3]([CH2:4][c:5]1[cH:6][cH:7][c:8]([NH2:11])[cH:9][cH:10]1)[NH:14][C:15](=[O:16])[CH:17]1[CH:18]([NH:23][C:24](=[O:25])[c:26]2[n:27]([CH3:35])[c:28]3[cH:29][cH:30][cH:31][cH:32][c:33]3[cH:34]2)[CH2:19][CH2:20][CH2:21][CH2:22]1.